This data is from the Open Reaction Database (ORD), a public repository of structured organic reaction records. The task is: describe an organic reaction: reactants, conditions, products, and yield The reactants are C(C)(=O)O[BH-](OC(C)=O)OC(C)=O.[Na+] (sodium triacetoxyborohydride), C(C)(=O)O (Acetic acid), NC[C@H](O)C=1C=CC(=C(C1)NS(=O)(=O)C)O (N-{5-[(1R)-2-amino-1-hydroxyethyl]-2-hydroxyphenyl}methanesulfonamide), O=C1CCN(CC1)C1=CC=C(CN2OC(NC2=O)=O)C=C1 (2-[4-(4-Oxo-1-piperidinyl)benzyl]-1,2,4-oxadiazolidine-3,5-dione). Solvent: CN(C)C=O (DMF). Conditions: time 20 minute. The product is O=C1N(OC(N1)=O)CC1=CC=C(C=C1)N1CCC(CC1)NC[C@H](O)C=1C=CC(=C(C1)NS(=O)(=O)C)O (N-[5-((1R)-2-{1-[4-(3,5-Dioxo-[1,2,4]oxadiazolidin-2-ylmethyl)-phenyl]-piperidin-4-ylamino}-1-hydroxy-ethyl)-2-hydroxy-phenyl]-methanesulfonamide). Yield: 71.2%. RXN SMILES: C(O)(=O)C.[NH2:5][CH2:6][C@@H:7]([C:9]1[CH:10]=[CH:11][C:12]([OH:20])=[C:13]([NH:15][S:16]([CH3:19])(=[O:18])=[O:17])[CH:14]=1)[OH:8].O=[C:22]1[CH2:27][CH2:26][N:25]([C:28]2[CH:41]=[CH:40][C:31]([CH2:32][N:33]3[C:37](=[O:38])[NH:36][C:35](=[O:39])[O:34]3)=[CH:30][CH:29]=2)[CH2:24][CH2:23]1.C(O[BH-](OC(=O)C)OC(=O)C)(=O)C.[Na+]>CN(C=O)C>[O:38]=[C:37]1[NH:36][C:35](=[O:39])[O:34][N:33]1[CH2:32][C:31]1[CH:30]=[CH:29][C:28]([N:25]2[CH2:26][CH2:27][CH:22]([NH:5][CH2:6][C@@H:7]([C:9]3[CH:10]=[CH:11][C:12]([OH:20])=[C:13]([NH:15][S:16]([CH3:19])(=[O:18])=[O:17])[CH:14]=3)[OH:8])[CH2:23][CH2:24]2)=[CH:41][CH:40]=1 |f:3.4|. Procedure: Acetic acid (0.09 mL, 1.6 mmol) was added to a mixture of N-{5-[(1R)-2-amino-1-hydroxyethyl]-2-hydroxyphenyl}methanesulfonamide (197 mg, 0.8 mmol) (which was obtained in Example 10), 2-[4-(4-oxo-1-piperidinyl)benzyl]-1,2,4-oxadiazolidine-3,5-dione (231 mg, 0.8 mmol) (which was obtained in Example 55), and DMF(5 mL). The mixture was stirred for 20 minutes and then, sodium triacetoxyborohydride (203 mg, 0.96 mmol) was added, and the new mixture was stirred at room temperature for 24 hours. The vol... The reactants are COC1=C(C=CC=C1OC)[C@H](C1=C(C=C(C=C1)Cl)NC(C(C)(C)C)=O)O ((S)-α-(2,3-dimethoxyphenyl)-4-chloro-2-(pivaloylamino)benzyl alcohol), O1CCCC1 (tetrahydrofuran). Run in C(Cl)Cl (methylene chloride). Reaction conditions: temperature 10 celsius, time 8 hour. Product: COC1=C(C=CC=C1OC)[C@H](C1=C(C=C(C=C1)Cl)NCC(C)(C)C)O ((S)-α-(2,3-Dimethoxyphenyl)-4-chloro-2-(neopentylamino)benzyl alcohol). The yield is 99.6%. RXN SMILES: [CH3:1][O:2][C:3]1[C:8]([O:9][CH3:10])=[CH:7][CH:6]=[CH:5][C:4]=1[C@@H:11]([OH:26])[C:12]1[CH:17]=[CH:16][C:15]([Cl:18])=[CH:14][C:13]=1[NH:19][C:20](=O)[C:21]([CH3:24])([CH3:23])[CH3:22].O1CCCC1>C(Cl)Cl>[CH3:1][O:2][C:3]1[C:8]([O:9][CH3:10])=[CH:7][CH:6]=[CH:5][C:4]=1[C@@H:11]([OH:26])[C:12]1[CH:17]=[CH:16][C:15]([Cl:18])=[CH:14][C:13]=1[NH:19][CH2:20][C:21]([CH3:23])([CH3:22])[CH3:24]. Procedure: A four-necked flask of 1 L capacity was charged with 60 g (0.159 mol) of (S)-α-(2,3-dimethoxyphenyl)-4-chloro-2-(pivaloylamino)benzyl alcohol, 240 ml of tetrahydrofuran, and 60 ml of methylene chloride and after the atmosphere in the flask was purged with N2 gas, the mixture was stirred with cooling at 10° C. Then, 144 ml of 70% NaAlH2 (OCH2CH2OCH3)2 (Red-Al)/toluene maintained at 10-25° C. was added dropwise under constant stirring. After completion of dropwise addition, the mixture was allowed... Starting materials: C(C1=CC=CC=C1)N1C=NC=2N(C(NC(C12)=O)=O)C (7-benzyl-3-methylxanthine), C([O-])([O-])=O.[K+].[K+] (potassium carbonate), COCCOCCl (2-methoxyethoxymethyl chloride). Yields the product C(C1=CC=CC=C1)N1C=NC=2N(C(N(C(C12)=O)COCCOC)=O)C (7-Benzyl-1-(2-methoxyethoxymethyl)-3-methylxanthine). Reaction conditions: temperature 50 celsius, time 5 hour. Reaction SMILES: [CH2:1]([N:8]1[C:16]2[C:15](=[O:17])[NH:14][C:13](=[O:18])[N:12]([CH3:19])[C:11]=2[N:10]=[CH:9]1)[C:2]1[CH:7]=[CH:6][CH:5]=[CH:4][CH:3]=1.C(=O)([O-])[O-].[K+].[K+].[CH3:26][O:27][CH2:28][CH2:29][O:30][CH2:31]Cl>C(#N)C>[CH2:1]([N:8]1[C:16]2[C:15](=[O:17])[N:14]([CH2:26][O:27][CH2:28][CH2:29][O:30][CH3:31])[C:13](=[O:18])[N:12]([CH3:19])[C:11]=2[N:10]=[CH:9]1)[C:2]1[CH:7]=[CH:6][CH:5]=[CH:4][CH:3]=1 |f:1.2.3|. Procedure: The mixture of 25.6 g (0.1 mol) of 7-benzyl-3-methylxanthine (prepared according to Example 1a), 15.2 g (0.11 mol) of potassium carbonate and 16.2 g (0.13 mol) of 2-methoxyethoxymethyl chloride in 500 ml of acetonitrile was heated at 50° C. with stirring for 5 hours, then worked up analogously to Example 1b) and the oily product obtained was purified by means of filtration on a silica gel column in the eluent chloroform/methanol (10/1). The solvent is C(C)#N (acetonitrile). Reactants: ClC1=CC=C(C=C1)CC#N ((4-chlorophenyl)acetonitrile), BrCCCCBr (1,4-dibromobutane), [H-].[Na+] (sodium hydride). The solvent is CS(=O)C.CCOCC (dimethyl sulfoxide ether), CS(=O)C (dimethyl sulfoxide). Reaction conditions: time 3 hour. The product is ClC1=CC=C(C=C1)C1(CCCC1)C#N (1-(4-chlorophenyl)-cyclopentanecarbonitrile). The yield is 99.9%. RXN SMILES: [H-].[Na+].[Cl:3][C:4]1[CH:9]=[CH:8][C:7]([CH2:10][C:11]#[N:12])=[CH:6][CH:5]=1.Br[CH2:14][CH2:15][CH2:16][CH2:17]Br>CS(C)=O.CS(C)=O.CCOCC>[Cl:3][C:4]1[CH:9]=[CH:8][C:7]([C:10]2([C:11]#[N:12])[CH2:17][CH2:16][CH2:15][CH2:14]2)=[CH:6][CH:5]=1 |f:0.1,5.6|. Procedure details: To a suspension of sodium hydride (60% suspension in mineral oil) (14.5 g, 362.96 mmol) in dimethyl sulfoxide (250 mL) was added dropwise a mixture of (4-chlorophenyl)acetonitrile (316) (25 g, 164.98 mmol) and 1,4-dibromobutane (35.6 g, 164.98 mmol) dissolved in dimethyl sulfoxide:ether (1:1; 300 mL) at 0° C. The reaction mixture was stirred for 30 min at same temperature and at room temperature for 3 h. After completion of the reaction, the reaction mixture was quenched with HCl (1N; 25 mL) and...